This data is from the Open Reaction Database (ORD), a public repository of structured organic reaction records. The task is: describe an organic reaction: reactants, conditions, products, and yield Reactants: CCOC(=O)C(C)=Cc1ccc(OC)cc1OC, CC(=O)O, c1ccncc1. Yields the product CCOC(=O)C(C)=Cc1c(OC)cc(OC)cc1OC(C)=O. Reaction SMILES: [CH2:1]([CH3:2])[O:3][C:4]([C:5](=[CH:6][c:7]1[cH:8][cH:9][c:10]([O:15][CH3:16])[cH:11][c:12]1[O:13][CH3:14])[CH3:17])=[O:18].[CH3:19][C:20]([OH:21])=[O:22].[cH:23]1[cH:24][cH:25][n:26][cH:27][cH:28]1>>[CH2:1]([CH3:2])[O:3][C:4]([C:5](=[CH:6][c:7]1[c:8]([O:22][C:20]([CH3:19])=[O:21])[cH:9][c:10]([O:15][CH3:16])[cH:11][c:12]1[O:13][CH3:14])[CH3:17])=[O:18]. Starting materials: BrC1=NC2=C(C(=NC(=C2)C#N)C=2C=NC=C(C2)Cl)N1C[C@@H]1CC[C@H](CC1)C (2-bromo-4-(5-chloropyridin-3-yl)-3-((trans-4-methylcyclohexyl)methyl)-3H-imidazo[4,5-c]pyridine-6-carbonitrile), FC1=C(N)C=CC=C1 (2-fluoroaniline), C(=O)([O-])[O-].[Cs+].[Cs+] (Cs2CO3), chloro[(4,5-bis(diphenylphosphino)-9,9-dimethylxanthene)-2-(2′-amino-1,1′-biphenyl)]palladium(11). The solvent is O1CCOCC1 (dioxane). Reaction conditions: temperature 75 celsius. Yields the product ClC=1C=C(C=NC1)C1=NC(=CC2=C1N(C(=N2)NC2=C(C=CC=C2)F)C[C@@H]2CC[C@H](CC2)C)C#N (4-(5-chloropyridin-3-yl)-2-((2-fluorophenyl)amino)-3-((trans-4-methylcyclohexyl)methyl)-3H-imidazo[4,5-c]pyridine-6-carbonitrile), crude residue. As a reaction SMILES: Br[C:2]1[N:19]([CH2:20][C@H:21]2[CH2:26][CH2:25][C@H:24]([CH3:27])[CH2:23][CH2:22]2)[C:5]2[C:6]([C:12]3[CH:13]=[N:14][CH:15]=[C:16]([Cl:18])[CH:17]=3)=[N:7][C:8]([C:10]#[N:11])=[CH:9][C:4]=2[N:3]=1.[F:28][C:29]1[CH:35]=[CH:34][CH:33]=[CH:32][C:30]=1[NH2:31].C([O-])([O-])=O.[Cs+].[Cs+]>O1CCOCC1>[Cl:18][C:16]1[CH:17]=[C:12]([C:6]2[C:5]3[N:19]([CH2:20][C@H:21]4[CH2:26][CH2:25][C@H:24]([CH3:27])[CH2:23][CH2:22]4)[C:2]([NH:31][C:30]4[CH:32]=[CH:33][CH:34]=[CH:35][C:29]=4[F:28])=[N:3][C:4]=3[CH:9]=[C:8]([C:10]#[N:11])[N:7]=2)[CH:13]=[N:14][CH:15]=1 |f:2.3.4|. Reported procedure: To a sealed tube were added 2-bromo-4-(5-chloropyridin-3-yl)-3-((trans-4-methylcyclohexyl)methyl)-3H-imidazo[4,5-c]pyridine-6-carbonitrile (Preparative Example 3.1) (0.010 g, 0.045 mmol), 2-fluoroaniline (0.0050 g, 0.045 mmol), Cs2CO3 (0.022 g, 0.067 mmol), chloro[(4,5-bis(diphenylphosphino)-9,9-dimethylxanthene)-2-(2′-amino-1,1′-biphenyl)]palladium(11) (0.0050 g, 0.0056 mmol), and dioxane (0.5 mL). The reaction vessel was purged with argon, sealed and warmed to 75° C. for 8 hours with stirring.... The reactants are COC=1C=C(C=CC1)[Mg]Br (3-methoxyphenylmagnesium bromide), BrC=1C=C(C=CC1)OC (3-bromoanisole), [Mg] (magnesium), 1, N1N=NC2=C1C=CC=C2 (benzotriazole), C(=O)C1=CC=C(C(=O)OC)C=C1 (methyl 4-formylbenzoate), C1(=CC=CC=C1)C (toluene). Solvent: O (water), O1CCCC1 (tetrahydrofuran). Conditions: temperature -17.5 celsius, time 5 minute. Yields the product C(C=C)N1C[C@@H](N(C[C@H]1C)[C@@H](C1=CC(=CC=C1)OC)C1=CC=C(C(=O)OC)C=C1)C ((+)-Methyl 4-[(R)-1-[(2S,5R)-4-Allyl-2,5-dimethyl-1-piperazinyl]-1-(3-methoxyphenyl)methyl]benzoate). As a reaction SMILES: [NH:1]1[C:5]2C=CC=[CH:9][C:4]=2[N:3]=N1.[CH:10]([C:12]1[CH:21]=[CH:20][C:15]([C:16]([O:18][CH3:19])=[O:17])=[CH:14][CH:13]=1)=O.[CH3:22][O:23][C:24]1[CH:25]=[C:26]([Mg]Br)[CH:27]=[CH:28][CH:29]=1.Br[C:33]1[CH:34]=C(OC)C=C[CH:38]=1.[Mg].[C:42]1(C)[CH:47]=CC=C[CH:43]=1>O1CCCC1.O>[CH2:34]([N:3]1[C@H:4]([CH3:9])[CH2:5][N:1]([C@H:10]([C:12]2[CH:21]=[CH:20][C:15]([C:16]([O:18][CH3:19])=[O:17])=[CH:14][CH:13]=2)[C:28]2[CH:27]=[CH:26][CH:25]=[C:24]([O:23][CH3:22])[CH:29]=2)[C@@H:42]([CH3:47])[CH2:43]1)[CH:33]=[CH2:38]. Procedure details: A solution of the compound of Preparation 1 (11.55 g), benzotriazole (8.93 g) and methyl 4-formylbenzoate (12.32 g) in toluene (100 ml) was heated under reflux with azeotropic removal of water for 3 hours. The solution was cooled and added to a cold solution (−20° C.) of 3-methoxyphenylmagnesium bromide (prepared from 28.05 g of the 3-bromoanisole and 3.65 g of magnesium turnings) in tetrahydrofuran (100 ml) at such a rate as to maintain the internal temperature in the range −20 to −15° C. The r... Reactants: NC=1C=C(C=CC1OC)NC(C1=CC=CC=C1)=O (N-(3-Amino-4-methoxyphenyl)-benzamide), ClC=1C=C(C=C(C1)Cl)N=C=S (3,5-dichlorophenyl isothiocyanate). The product is ClC=1C=C(C=C(C1)Cl)NC(NC=1C=C(C=CC1OC)NC(C1=CC=CC=C1)=O)=S (N-{3-[3-(3,5-Dichlorophenyl)-thioureido]-4-methoxy-phenyl}-benzamide). Isolated yield 81.1%. RXN SMILES: [NH2:1][C:2]1[CH:3]=[C:4]([NH:10][C:11](=[O:18])[C:12]2[CH:17]=[CH:16][CH:15]=[CH:14][CH:13]=2)[CH:5]=[CH:6][C:7]=1[O:8][CH3:9].[Cl:19][C:20]1[CH:21]=[C:22]([N:27]=[C:28]=[S:29])[CH:23]=[C:24]([Cl:26])[CH:25]=1>>[Cl:19][C:20]1[CH:21]=[C:22]([NH:27][C:28](=[S:29])[NH:1][C:2]2[CH:3]=[C:4]([NH:10][C:11](=[O:18])[C:12]3[CH:13]=[CH:14][CH:15]=[CH:16][CH:17]=3)[CH:5]=[CH:6][C:7]=2[O:8][CH3:9])[CH:23]=[C:24]([Cl:26])[CH:25]=1. Reported procedure: Prepared according to the procedure described for Example 78 using N-(3-amino-4-methoxyphenyl)-benzamide from Example 21 (0.88 g, 3.62 mmol) and 3,5-dichlorophenyl isothiocyanate (0.739 g, 3.62 mmol). Filtration without trituration afforded the product (1.31 g); m.p. 194-195° C. Starting materials: C1CCOC1, Cl, COC(=O)C1CC(Nc2ccc(-c3nc4ccc(C5(c6ccccc6)CC5)nc4s3)c(F)c2)C1, [Na+], [OH-]. The product is O=C(O)C1CC(Nc2ccc(-c3nc4ccc(C5(c6ccccc6)CC5)nc4s3)c(F)c2)C1. As a reaction SMILES: [CH2:38]1[O:39][CH2:40][CH2:41][CH2:42]1.[ClH:37].[F:1][c:2]1[cH:3][c:4]([NH:26][CH:27]2[CH2:28][CH:29]([C:31](=[O:32])[O:33][CH3:34])[CH2:30]2)[cH:5][cH:6][c:7]1-[c:8]1[s:9][c:10]2[n:11][c:12]([C:17]3([c:20]4[cH:21][cH:22][cH:23][cH:24][cH:25]4)[CH2:18][CH2:19]3)[cH:13][cH:14][c:15]2[n:16]1.[Na+:36].[OH-:35]>>[F:1][c:2]1[cH:3][c:4]([NH:26][CH:27]2[CH2:28][CH:29]([C:31](=[O:32])[OH:33])[CH2:30]2)[cH:5][cH:6][c:7]1-[c:8]1[s:9][c:10]2[n:11][c:12]([C:17]3([c:20]4[cH:21][cH:22][cH:23][cH:24][cH:25]4)[CH2:18][CH2:19]3)[cH:13][cH:14][c:15]2[n:16]1. The reactants are Cc1cc(C)nc(CO)c1, [K+], O=[Mn](=O)(=O)[O-], O. The product is Cc1cc(C)nc(C(=O)O)c1. As a reaction SMILES: [CH3:1][c:2]1[cH:3][c:4]([CH2:9][OH:10])[n:5][c:6]([CH3:8])[cH:7]1.[K+:16].[Mn:11](=[O:12])([O-:13])(=[O:14])=[O:15].[OH2:17]>>[CH3:1][c:2]1[cH:3][c:4]([C:9](=[O:10])[OH:12])[n:5][c:6]([CH3:8])[cH:7]1. Starting materials: C(CCC)[Li] (Butyllithium), ClC=1C2=C(N=CN1)NC(C2)=O (4-Chloro-5,7-dihydro-6H-pyrrolo[2,3-d]pyrimidin-6-one), BrCC1=C(C=C(C=C1)[N+](=O)[O-])CBr (1,2-bis(bromomethyl)-4-nitrobenzene), BrCC1=C(C=C(C=C1)[N+](=O)[O-])CBr (1,2-bis(bromomethyl)-4-nitrobenzene), C(CCC)[Li] (butyllithium), N,N,N′-tetramethylethane-1,2-diamine. Solvent: C1CCOC1 (THF). Reaction conditions: time 1 hour. Yields the product ClC=1C2=C(N=CN1)N=CC21CC2=CC=C(C=C2C1)[N+](=O)[O-] ((±)-4′-Chloro-5-nitro-1,3-dihydrospiro[indene-2,5′-pyrrolo[2,3-d]pyrimidin]). RXN SMILES: C([Li])CCC.[Cl:6][C:7]1[C:8]2[CH2:15][C:14](=O)[NH:13][C:9]=2[N:10]=[CH:11][N:12]=1.Br[CH2:18][C:19]1[CH:24]=[CH:23][C:22]([N+:25]([O-:27])=[O:26])=[CH:21][C:20]=1[CH2:28]Br>C1COCC1>[Cl:6][C:7]1[C:8]2[C:15]3([CH2:28][C:20]4[C:19](=[CH:24][CH:23]=[C:22]([N+:25]([O-:27])=[O:26])[CH:21]=4)[CH2:18]3)[CH:14]=[N:13][C:9]=2[N:10]=[CH:11][N:12]=1. Reported procedure: Butyllithium (0.29 ml, 0.74 mmol, 2.5 M) was added to a stirred solution of 4-chloro-5,7-dihydro-6H-pyrrolo[2,3-d]pyrimidin-6-one from Step B (50 mg, 0.295 mmol) at −78° C. in THF (30 mL). After complete addition of butyllithium, N,N,N′-tetramethylethane-1,2-diamine (0.31 mL, 0.77 mmol) was added. After 1 h at −78° C., 1,2-bis(bromomethyl)-4-nitrobenzene (91 mg, 0.295 mmol, described in Intermediate 2) was added and the reaction warmed to ambient temperature. After 8 h, the reaction was quenched... RXN SMILES: [Br-:1].[CH3:52][N:53]([CH3:54])[CH:55]=[O:56].[F:22][c:23]1[cH:24][cH:25][c:26]([CH2:29][n:30]2[c:31]([CH2:39][CH:40]3[CH2:41][CH2:42][NH:43][CH2:44][CH2:45]3)[n:32][c:33]3[c:34]2[cH:35][cH:36][cH:37][cH:38]3)[cH:27][cH:28]1.[Na+:46].[Na+:47].[O-:48][C:49](=[O:50])[O-:51].[OH2:57].[c:2]1([C:8]2([c:16]3[cH:17][cH:18][cH:19][cH:20][cH:21]3)[C:9](=[N+:13]([CH3:14])[CH3:15])[O:10][CH2:11][CH2:12]2)[cH:3][cH:4][cH:5][cH:6][cH:7]1>>[c:2]1([C:8]([C:9](=[O:10])[N:13]([CH3:14])[CH3:15])([CH2:12][CH2:11][N:43]2[CH2:42][CH2:41][CH:40]([CH2:39][c:31]3[n:30]([CH2:29][c:26]4[cH:25][cH:24][c:23]([F:22])[cH:28][cH:27]4)[c:34]4[c:33]([n:32]3)[cH:38][cH:37][cH:36][cH:35]4)[CH2:45][CH2:44]2)[c:16]2[cH:17][cH:18][cH:19][cH:20][cH:21]2)[cH:3][cH:4][cH:5][cH:6][cH:7]1. Starting materials: [Br-], CN(C)C=O, Fc1ccc(Cn2c(CC3CCNCC3)nc3ccccc32)cc1, [Na+], [Na+], O=C([O-])[O-], O, C[N+](C)=C1OCCC1(c1ccccc1)c1ccccc1. Product: CN(C)C(=O)C(CCN1CCC(Cc2nc3ccccc3n2Cc2ccc(F)cc2)CC1)(c1ccccc1)c1ccccc1. Reactants: CC(NC(=O)OC(C)(C)C)C(=O)NCC(Cc1ccccc1)NC(=O)OCc1ccccc1, CO, ClCCl, O=C(O)C(F)(F)F. Yields the product CC(N)C(=O)NCC(Cc1ccccc1)NC(=O)OCc1ccccc1. RXN SMILES: [CH2:1]([c:2]1[cH:3][cH:4][cH:5][cH:6][cH:7]1)[CH:8]([CH2:9][NH:10][C:11]([CH:12]([CH3:13])[NH:14][C:15]([O:16][C:17]([CH3:18])([CH3:19])[CH3:20])=[O:21])=[O:22])[NH:23][C:24]([O:25][CH2:26][c:27]1[cH:28][cH:29][cH:30][cH:31][cH:32]1)=[O:33].[CH3:34][OH:35].[Cl:43][CH2:44][Cl:45].[F:36][C:37]([F:38])([F:39])[C:40]([OH:41])=[O:42]>>[CH2:1]([c:2]1[cH:3][cH:4][cH:5][cH:6][cH:7]1)[CH:8]([CH2:9][NH:10][C:11]([CH:12]([CH3:13])[NH2:14])=[O:22])[NH:23][C:24]([O:25][CH2:26][c:27]1[cH:28][cH:29][cH:30][cH:31][cH:32]1)=[O:33].